From a dataset of the Open Reaction Database (ORD), a public repository of structured organic reaction records. describe an organic reaction: reactants, conditions, products, and yield The reactants are NC1CCN(CC1)C(=O)OC(C)(C)C (t-Butyl 4-aminopiperidin-1-ylcarboxylate), ClC(=O)OC1=CC=CC=C1 (phenyl chloroformate), N1=CC=CC=C1 (pyridine). Run in CCCCCC (hexane). Yields the product C(C)(C)(C)OC(=O)N1CCC(CC1)NC(=O)OC1=CC=CC=C1 (t-Butyl(4-phenoxycarbonylaminopiperidin-1-yl)carboxylate). Isolated yield 37.6%. As a reaction SMILES: [NH2:1][CH:2]1[CH2:7][CH2:6][N:5]([C:8]([O:10][C:11]([CH3:14])([CH3:13])[CH3:12])=[O:9])[CH2:4][CH2:3]1.Cl[C:16]([O:18][C:19]1[CH:24]=[CH:23][CH:22]=[CH:21][CH:20]=1)=[O:17].N1C=CC=CC=1>CCCCCC>[C:11]([O:10][C:8]([N:5]1[CH2:4][CH2:3][CH:2]([NH:1][C:16]([O:18][C:19]2[CH:24]=[CH:23][CH:22]=[CH:21][CH:20]=2)=[O:17])[CH2:7][CH2:6]1)=[O:9])([CH3:14])([CH3:13])[CH3:12]. Reported procedure: A reaction similar to Production example 2-1 using t-Butyl 4-aminopiperidin-1-ylcarboxylate (328 mg, 1.64 mmol), phenyl chloroformate (0.226 ml, 1.80 mmol) and pyridine (0.146 ml, 1.80 mmol); and the obtained crystals were suspended in hexane:ethyl acetate=4:1, filtered off, and the filtrate was purified by silica gel column chromatography (Fuji Silysia BW-300, hexane:ethyl acetate=4:1 to 1:1). The purified crystals were then suspended in hexane:ethyl acetate=4:1 and filtered off. The title comp...